From a dataset of the Open Reaction Database (ORD), a public repository of structured organic reaction records. describe an organic reaction: reactants, conditions, products, and yield Starting materials: CC1=NOC(=C1)NS(=O)(=O)C=1SC(=CC1)C1=CC(=CC=C1)[N+](=O)[O-] (N-(3-methyl-5-isoxazolyl)-5-(3-nitrophenyl)thiophene-2-sulfonamide), BrNC(CCC(=O)N)=O (N-bromosuccinamide). Product: BrC=1C(=NOC1NS(=O)(=O)C=1SC(=CC1)C1=CC(=CC=C1)[N+](=O)[O-])C (N-(4-bromo-3-methyl-5-isoxazolyl)-5-(3-nitrophenyl)thiophene-2-sulfonamide). RXN SMILES: [CH3:1][C:2]1[CH:6]=[C:5]([NH:7][S:8]([C:11]2[S:12][C:13]([C:16]3[CH:21]=[CH:20][CH:19]=[C:18]([N+:22]([O-:24])=[O:23])[CH:17]=3)=[CH:14][CH:15]=2)(=[O:10])=[O:9])[O:4][N:3]=1.[Br:25]NC(=O)CCC(N)=O>>[Br:25][C:6]1[C:2]([CH3:1])=[N:3][O:4][C:5]=1[NH:7][S:8]([C:11]1[S:12][C:13]([C:16]2[CH:21]=[CH:20][CH:19]=[C:18]([N+:22]([O-:24])=[O:23])[CH:17]=2)=[CH:14][CH:15]=1)(=[O:9])=[O:10]. Procedure details: N-(4-bromo-3-methyl-5-isoxazolyl)-5-(3-nitrophenyl)thiophene-2-sulfonamide was prepared in the same manner as described in Example 136C. Reaction of N-(3-methyl-5-isoxazolyl)-5-(3-nitrophenyl)thiophene-2-sulfonamide (328 g, 0.90 mmol) with N-bromosuccinamide (160 mg, 0.90 mmol) gave the final product. A fraction of this material was further purified by preparative HPLC to give the pure sulfonamide as a brown solid, m.p. 132° C. The reactants are CN1N=CC=C1 (1-methylpyrazole), O1C2C1CCCCC2 (1,2-epoxycycloheptane), CN(CCN(C)C)C (N,N,N′,N′-tetramethylethylenediamine), C(CCC)[Li] (n-butyl lithium). Run in C1CCOC1 (THF). Product: CN1N=CC=C1[C@@H]1[C@H](CCCCC1)O ((1S*,2R*)-2-(1-Methyl-1H-pyrazol-5-yl)cycloheptanol). The yield is 13.0%. RXN SMILES: [CH3:1][N:2]1[CH:6]=[CH:5][CH:4]=[N:3]1.CN(C)CCN(C)C.C([Li])CCC.[O:20]1[CH:22]2[CH2:23][CH2:24][CH2:25][CH2:26][CH2:27][CH:21]12>C1COCC1>[CH3:1][N:2]1[C:6]([C@H:22]2[CH2:23][CH2:24][CH2:25][CH2:26][CH2:27][C@@H:21]2[OH:20])=[CH:5][CH:4]=[N:3]1. Reported procedure: The reaction and aftertreatment were conducted in the same manner as in Example 4a by using 1-methylpyrazole (3.66 g, 44.6 mmol), N,N,N′,N′-tetramethylethylenediamine (6.68 mL, 44.6 mmol), n-butyl lithium (1.63 M solution in hexane; 32 mL, 52.2 mmol), 1,2-epoxycycloheptane (5.0 g, 44.6 mmol) and THF (60 mL), to yield the title compound (1.13 g, 13%) as a colorless oil. The reactants are CCO, CC1(C)CC(=O)c2c(C(F)F)nn(-c3ccc(C#N)c(NC4CCOCC4)c3)c2C1, CS(C)=O, [Na+], [OH-], O, OO. Product: CC1(C)CC(=O)c2c(C(F)F)nn(-c3ccc(C(N)=O)c(NC4CCOCC4)c3)c2C1. Reaction SMILES: [CH2:35]([OH:36])[CH3:37].[CH3:1][C:2]1([CH3:30])[CH2:3][C:4](=[O:29])[c:5]2[c:6]([CH:26]([F:27])[F:28])[n:7][n:8](-[c:11]3[cH:12][c:13]([NH:19][CH:20]4[CH2:21][CH2:22][O:23][CH2:24][CH2:25]4)[c:14]([C:15]#[N:16])[cH:17][cH:18]3)[c:9]2[CH2:10]1.[CH3:31][S:32](=[O:33])[CH3:34].[Na+:39].[OH-:38].[OH2:42].[OH:40][OH:41]>>[CH3:1][C:2]1([CH3:30])[CH2:3][C:4](=[O:29])[c:5]2[c:6]([CH:26]([F:27])[F:28])[n:7][n:8](-[c:11]3[cH:12][c:13]([NH:19][CH:20]4[CH2:21][CH2:22][O:23][CH2:24][CH2:25]4)[c:14]([C:15]([NH2:16])=[O:33])[cH:17][cH:18]3)[c:9]2[CH2:10]1. Starting materials: Clc1ccccn1, [F-], [K+], CC(=O)[O-], CC(=O)[O-], C1CCOC1, [Pd+2], Cc1ccccc1B(O)O. Product: Cc1ccccc1-c1ccccn1. RXN SMILES: [Cl:1][c:2]1[cH:3][cH:4][cH:5][cH:6][n:7]1.[F-:18].[K+:19].[O-:21][C:22]([CH3:23])=[O:24].[O-:25][C:26]([CH3:27])=[O:28].[O:29]1[CH2:30][CH2:31][CH2:32][CH2:33]1.[Pd+2:20].[c:8]1([CH3:17])[c:9]([B:14]([OH:15])[OH:16])[cH:10][cH:11][cH:12][cH:13]1>>[c:2]1(-[c:9]2[c:8]([CH3:17])[cH:13][cH:12][cH:11][cH:10]2)[cH:3][cH:4][cH:5][cH:6][n:7]1.